From a dataset of the Open Reaction Database (ORD), a public repository of structured organic reaction records. describe an organic reaction: reactants, conditions, products, and yield The reactants are Sc1ccc(Br)cc1, BrCCCCCCCBr, O=C([O-])[O-], [K+], [K+], O. Product: BrCCCCCCCSc1ccc(Br)cc1. RXN SMILES: [Br:1][c:2]1[cH:3][cH:4][c:5]([SH:8])[cH:6][cH:7]1.[Br:9][CH2:10][CH2:11][CH2:12][CH2:13][CH2:14][CH2:15][CH2:16][Br:17].[C:18](=[O:19])([O-:20])[O-:21].[K+:22].[K+:23].[OH2:24]>>[Br:1][c:2]1[cH:3][cH:4][c:5]([S:8][CH2:16][CH2:15][CH2:14][CH2:13][CH2:12][CH2:11][CH2:10][Br:9])[cH:6][cH:7]1. Reactants: NC1=C(C(=O)OC)C=C(N=C1Br)Br (methyl 3-amino-2,6-dibromoisonicotinate), COC1=CC=C(C=C1)B(O)O (4-methoxyphenylboronic acid), [F-].[Cs+] (cesium fluoride). Reagents/catalysts: [Pd].C1(=CC=CC=C1)P(C1=CC=CC=C1)C1=CC=CC=C1.C1(=CC=CC=C1)P(C1=CC=CC=C1)C1=CC=CC=C1.C1(=CC=CC=C1)P(C1=CC=CC=C1)C1=CC=CC=C1.C1(=CC=CC=C1)P(C1=CC=CC=C1)C1=CC=CC=C1 (Tetrakis(triphenylphosphine)-palladium(0)). Reaction conditions: temperature 80 celsius. Product: NC1=C(C(=O)OC)C=C(N=C1C1=CC=C(C=C1)OC)C1=CC=C(C=C1)OC (methyl 3-amino-2,6-bis(4-methoxyphenyl)isonicotinate). Yield: 44.0%. Reaction SMILES: [NH2:1][C:2]1[C:11](Br)=[N:10][C:9](Br)=[CH:8][C:3]=1[C:4]([O:6][CH3:7])=[O:5].[CH3:14][O:15][C:16]1[CH:21]=[CH:20][C:19](B(O)O)=[CH:18][CH:17]=1.[F-].[Cs+]>[Pd].C1(P(C2C=CC=CC=2)C2C=CC=CC=2)C=CC=CC=1.C1(P(C2C=CC=CC=2)C2C=CC=CC=2)C=CC=CC=1.C1(P(C2C=CC=CC=2)C2C=CC=CC=2)C=CC=CC=1.C1(P(C2C=CC=CC=2)C2C=CC=CC=2)C=CC=CC=1>[NH2:1][C:2]1[C:11]([C:19]2[CH:20]=[CH:21][C:16]([O:15][CH3:14])=[CH:17][CH:18]=2)=[N:10][C:9]([C:19]2[CH:20]=[CH:21][C:16]([O:15][CH3:14])=[CH:17][CH:18]=2)=[CH:8][C:3]=1[C:4]([O:6][CH3:7])=[O:5] |f:2.3,4.5.6.7.8|. Procedure details: A mixture of methyl 3-amino-2,6-dibromoisonicotinate (500 mg, 1.61 mmol), 4-methoxyphenylboronic acid (588 mg, 3.87 mmol), Tetrakis(triphenylphosphine)-palladium(0) (93 mg, 0.081 mmol) and cesium fluoride (1176 mg, 7.74 mmol) was placed in a vial and flushed with nitrogen. Dimethoxyethane (10 mL) was added and the reaction was heated at 80° C. for 48 hr. After cooling to room temperature, the reaction was partitioned between ethyl acetate and saturated aqueous sodium bicarbonate solution. The or... The reactants are BrC1=CC(=C(C=C1)Cl)CC1=CC=C(C=C1)CCCOC=C (4-bromo-1-chloro-2-(4-(3-(vinyloxy)propyl)benzyl)benzene), [Zn](CC)CC (Et2Zn), ICI (diiodomethane). Run in C(C)OCC (ethyl ether). Run at time 8 hour. The product is BrC1=CC(=C(C=C1)Cl)CC1=CC=C(C=C1)CCCOC1CC1 (4-bromo-1-chloro-2-(4-(3-cyclopropoxypropyl)benzyl)benzene). As a reaction SMILES: [Br:1][C:2]1[CH:7]=[CH:6][C:5]([Cl:8])=[C:4]([CH2:9][C:10]2[CH:15]=[CH:14][C:13]([CH2:16][CH2:17][CH2:18][O:19][CH:20]=[CH2:21])=[CH:12][CH:11]=2)[CH:3]=1.[Zn](CC)[CH2:23]C.ICI>C(OCC)C>[Br:1][C:2]1[CH:7]=[CH:6][C:5]([Cl:8])=[C:4]([CH2:9][C:10]2[CH:15]=[CH:14][C:13]([CH2:16][CH2:17][CH2:18][O:19][CH:20]3[CH2:23][CH2:21]3)=[CH:12][CH:11]=2)[CH:3]=1. Procedure: To a stirred mixture of 4-bromo-1-chloro-2-(4-(3-(vinyloxy)propyl)benzyl)benzene (0.75 g, 2.04 mmol) and Et2Zn (5.11 mL, 5.11 mmol, 1.0 M in hexane) in dry ethyl ether (10 mL) was added diiodomethane (0.41 mL, 5.11 mmol) dropwise during 20 min at room temperature under argon. After stirring overnight, the reaction mixture was poured slowly into ice cold dilute hydrochloride solution with stirring. The mixture was extracted with ethyl acetate (3×20 mL). The combined organic layers were washed wit...